This data is from the Open Reaction Database (ORD), a public repository of structured organic reaction records. The task is: describe an organic reaction: reactants, conditions, products, and yield Reactants: CN(C)C=O, CCN(C(C)C)C(C)C, Clc1nnc(Cl)c2ccccc12, NCC1(c2ccc(OCCCN3CCCC3)cc2)CCOCC1. Yields the product Clc1nnc(NCC2(c3ccc(OCCCN4CCCC4)cc3)CCOCC2)c2ccccc12. RXN SMILES: [CH3:45][N:46]([CH3:47])[CH:48]=[O:49].[CH:36]([N:37]([CH2:38][CH3:39])[CH:40]([CH3:41])[CH3:42])([CH3:43])[CH3:44].[Cl:24][c:25]1[n:26][n:27][c:28]([Cl:35])[c:29]2[cH:30][cH:31][cH:32][cH:33][c:34]12.[N:1]1([CH2:6][CH2:7][CH2:8][O:9][c:10]2[cH:11][cH:12][c:13]([C:16]3([CH2:22][NH2:23])[CH2:17][CH2:18][O:19][CH2:20][CH2:21]3)[cH:14][cH:15]2)[CH2:2][CH2:3][CH2:4][CH2:5]1>>[N:1]1([CH2:6][CH2:7][CH2:8][O:9][c:10]2[cH:11][cH:12][c:13]([C:16]3([CH2:22][NH:23][c:28]4[n:27][n:26][c:25]([Cl:24])[c:34]5[c:29]4[cH:30][cH:31][cH:32][cH:33]5)[CH2:17][CH2:18][O:19][CH2:20][CH2:21]3)[cH:14][cH:15]2)[CH2:2][CH2:3][CH2:4][CH2:5]1. As a reaction SMILES: [CH2:1]([c:2]1[cH:3][cH:4][cH:5][cH:6][cH:7]1)[N:8]1[CH2:9][CH:10]([OH:13])[CH2:11][CH2:12]1.[CH3:16][S:17]([Cl:18])(=[O:19])=[O:20].[CH3:21][c:22]1[cH:23][cH:24][cH:25][cH:26][cH:27]1.[Na+:15].[OH-:14]>>[CH2:1]([c:2]1[cH:3][cH:4][cH:5][cH:6][cH:7]1)[N:8]1[CH2:9][CH:10]([O:13][S:17]([CH3:16])(=[O:19])=[O:20])[CH2:11][CH2:12]1. The product is CS(=O)(=O)OC1CCN(Cc2ccccc2)C1. The reactants are OC1CCN(Cc2ccccc2)C1, CS(=O)(=O)Cl, Cc1ccccc1, [Na+], [OH-]. Starting materials: [Li]C(C)(C)C, CI, CCCCC, O=C1C=C(N(Cc2ccc(Cl)nc2)CC(F)F)CO1, C1CCOC1. The product is CC1OC(=O)C=C1N(Cc1ccc(Cl)nc1)CC(F)F. RXN SMILES: [C:20]([Li:21])([CH3:22])([CH3:23])[CH3:24].[CH3:25][I:26].[CH3:32][CH2:33][CH2:34][CH2:35][CH3:36].[Cl:1][c:2]1[cH:3][cH:4][c:5]([CH2:8][N:9]([C:10]2=[CH:11][C:12](=[O:15])[O:13][CH2:14]2)[CH2:16][CH:17]([F:18])[F:19])[cH:6][n:7]1.[O:27]1[CH2:28][CH2:29][CH2:30][CH2:31]1>>[Cl:1][c:2]1[cH:3][cH:4][c:5]([CH2:8][N:9]([C:10]2=[CH:11][C:12](=[O:15])[O:13][CH:14]2[CH3:20])[CH2:16][CH:17]([F:18])[F:19])[cH:6][n:7]1.